From a dataset of the Open Reaction Database (ORD), a public repository of structured organic reaction records. describe an organic reaction: reactants, conditions, products, and yield Reactants: CCO, Cl, CC(=O)Nc1cccc(F)c1C(=O)c1ccccc1C, [Na+], [Na+], O=C([O-])[O-], O. Yields the product Cc1ccccc1C(=O)c1c(N)cccc1F. RXN SMILES: [CH3:29][CH2:30][OH:31].[ClH:21].[F:1][c:2]1[c:3]([C:12]([c:13]2[c:14]([CH3:19])[cH:15][cH:16][cH:17][cH:18]2)=[O:20])[c:4]([NH:8][C:9](=[O:10])[CH3:11])[cH:5][cH:6][cH:7]1.[Na+:23].[Na+:24].[O-:25][C:26](=[O:27])[O-:28].[OH2:22]>>[F:1][c:2]1[c:3]([C:12]([c:13]2[c:14]([CH3:19])[cH:15][cH:16][cH:17][cH:18]2)=[O:20])[c:4]([NH2:8])[cH:5][cH:6][cH:7]1. Starting materials: ClC1=C(C(=O)Cl)C=C(C(=C1)F)F (2-chloro-4,5-difluorobenzoyl chloride), ClS(=O)(=O)O (chlorosulfonic acid), II (iodine), chlorides, S(=O)(Cl)Cl (thionyl chloride), carboxylic acids. The solvent is O (water). Run at temperature 0 celsius. Product: ClC1=C(C(=O)Cl)C=C(C(=C1)F)F (2-chloro-4,5-difluorobenzoyl chloride), ClC1=C(C(=O)Cl)C=C(C(=C1Cl)F)F (2,3-dichloro-4,5-difluorobenzoyl chloride). Isolated yield 71.0%. Reaction SMILES: [Cl:1][C:2]1[CH:10]=[C:9]([F:11])[C:8]([F:12])=[CH:7][C:3]=1[C:4]([Cl:6])=[O:5].[Cl:13]S(O)(=O)=O.II.S(Cl)(Cl)=O>O>[Cl:1][C:2]1[CH:10]=[C:9]([F:11])[C:8]([F:12])=[CH:7][C:3]=1[C:4]([Cl:6])=[O:5].[Cl:1][C:2]1[C:10]([Cl:13])=[C:9]([F:11])[C:8]([F:12])=[CH:7][C:3]=1[C:4]([Cl:6])=[O:5]. Procedure details: 211 g (1 mol) of 2-chloro-4,5-difluorobenzoyl chloride are introduced into 500 g of chlorosulfonic acid, and 3 g of iodine are added. The mixture is chlorinated (10 l/h) for 1.7 h at 40° C. and then diluted with water (500 g), with stirring, the temperature being allowed to rise to 80° C. In this procedure, the acid chlorides initially present in the solvent are hydrolyzed in 2 h to the carboxylic acids, which are isolated by filtration after cooling to 0° C. After drying, the mixture is reacted... Starting materials: C([O-])([O-])=O.[K+].[K+] (Potassium carbonate), CN(C)C=O (DMF), [N+](=O)([O-])C1=C(C=CC=C1)S(=O)(=O)NCCC=1C=NC=CC1 (2-nitro-N-(2-pyridin-3-ylethyl)benzene sulfonamide), C(C)N1C2=C(N(C(C(C1=O)(C)C)=O)C)C=C(C=C2)OCCCI (1-ethyl-7-(3-iodopropoxy)-3,3,5-trimethyl-1,5-dihydrobenzo[b][1,4 ]diazepine-2,4-dione). Run in C(C)(=O)OCC (ethyl acetate), O (Water). Conditions: time 8 hour. Product: [N+](=O)([O-])C1=C(C=CC=C1)S(=O)(=O)N(CCCOC1=CC2=C(N(C(C(C(N2C)=O)(C)C)=O)CC)C=C1)CCC=1C=NC=CC1 (2-nitro-N-(2-pyridin-3-ylethyl)-N-[3-(1-ethyl-3,3,5-trimethyl-2,4-dioxo-2,3,4,5-tetrahydro-1H-benzo[b][1,4]diazepin-7-yloxy)propyl]benzenesulfonamide). Isolated yield 107.5%. Reaction SMILES: C(=O)([O-])[O-].[K+].[K+].CN(C=O)C.[N+:12]([C:15]1[CH:20]=[CH:19][CH:18]=[CH:17][C:16]=1[S:21]([NH:24][CH2:25][CH2:26][C:27]1[CH:28]=[N:29][CH:30]=[CH:31][CH:32]=1)(=[O:23])=[O:22])([O-:14])=[O:13].[CH2:33]([N:35]1[C:41](=[O:42])[C:40]([CH3:44])([CH3:43])[C:39](=[O:45])[N:38]([CH3:46])[C:37]2[CH:47]=[C:48]([O:51][CH2:52][CH2:53][CH2:54]I)[CH:49]=[CH:50][C:36]1=2)[CH3:34]>C(OCC)(=O)C.O>[N+:12]([C:15]1[CH:20]=[CH:19][CH:18]=[CH:17][C:16]=1[S:21]([N:24]([CH2:25][CH2:26][C:27]1[CH:28]=[N:29][CH:30]=[CH:31][CH:32]=1)[CH2:54][CH2:53][CH2:52][O:51][C:48]1[CH:49]=[CH:50][C:36]2[N:35]([CH2:33][CH3:34])[C:41](=[O:42])[C:40]([CH3:44])([CH3:43])[C:39](=[O:45])[N:38]([CH3:46])[C:37]=2[CH:47]=1)(=[O:22])=[O:23])([O-:14])=[O:13] |f:0.1.2|. Procedure: Potassium carbonate (1.89 g, 13.7 mmol) was added to a DMF solution (50 ml) of 2-nitro-N-(2-pyridin-3-ylethyl)benzene sulfonamide (1.40 g, 4.56 mmol) and 1-ethyl-7-(3-iodopropoxy)-3,3,5-trimethyl-1,5-dihydrobenzo[b][1,4 ]diazepine-2,4-dione (2.16 g, 5.0 mmol), and stirred at room temperature overnight. Water was added to the reaction mixture, and extraction with ethyl acetate was performed. The organic layer was washed with water and a saturated sodium chloride aqueous solution in this order, dr... Reactants: FC1=C(C(=O)O)C(=CN=C1)F (3,5-difluoroisonicotinic acid), FC1=C(N)C=CC(=C1)I (2-fluoro-4-iodoaniline), C[Si]([N-][Si](C)(C)C)(C)C.[Li+] (lithium hexamethyldisilazide). Run in C1CCOC1 (THF). Run at time 18 hour. Yields the product FC1=C(C(=O)O)C(=CN=C1)NC1=C(C=C(C=C1)I)F (3-fluoro-5-[(2-fluoro-4-iodophenyl)amino]isonicotinic acid). Reaction SMILES: F[C:2]1[CH:10]=[N:9][CH:8]=[C:7]([F:11])[C:3]=1[C:4]([OH:6])=[O:5].[F:12][C:13]1[CH:19]=[C:18]([I:20])[CH:17]=[CH:16][C:14]=1[NH2:15].C[Si](C)(C)[N-][Si](C)(C)C.[Li+]>C1COCC1>[F:11][C:7]1[CH:8]=[N:9][CH:10]=[C:2]([NH:15][C:14]2[CH:16]=[CH:17][C:18]([I:20])=[CH:19][C:13]=2[F:12])[C:3]=1[C:4]([OH:6])=[O:5] |f:2.3|. Reported procedure: 25 g 3,5-difluoroisonicotinic acid (157.141 mmol, 1 eq.) and 37,245 g 2-fluoro-4-iodoaniline (157.141 mmol. 1 eq.) were dissolved in 1275.5 mL of dry THF and put under a nitrogen atmosphere. The mixture was cooled with an ice bath to +3° C., upon which 471.422 mL lithium hexamethyldisilazide (LiHMDS) solution (1M in THF; 471.422 mmol, 3. eq.) were added slowly. Upon completion of addition of the base, the reaction mixtures was allowed to warm to rt and stirring was continued for 18 h. The reacti... The reactants are COc1cc(NC(=O)OC(C)(C)C)c([N+](=O)[O-])cc1I, OB(O)c1ccccc1F. The product is COc1cc(NC(=O)OC(C)(C)C)c([N+](=O)[O-])cc1-c1ccccc1F. As a reaction SMILES: [C:1]([CH3:2])([CH3:3])([CH3:4])[O:5][C:6]([NH:7][c:8]1[c:9]([N+:17](=[O:18])[O-:19])[cH:10][c:11]([I:16])[c:12]([O:14][CH3:15])[cH:13]1)=[O:20].[F:21][c:22]1[c:23]([B:28]([OH:29])[OH:30])[cH:24][cH:25][cH:26][cH:27]1>>[C:1]([CH3:2])([CH3:3])([CH3:4])[O:5][C:6]([NH:7][c:8]1[c:9]([N+:17](=[O:18])[O-:19])[cH:10][c:11](-[c:23]2[c:22]([F:21])[cH:27][cH:26][cH:25][cH:24]2)[c:12]([O:14][CH3:15])[cH:13]1)=[O:20]. The reactants are FC1=C(C(=CC(=C1F)C)I)N=C=O (2,3-difluoro-6-iodo-4-methylphenyl isocyanate), NC1CCN(CC1)C(=O)OC(C)(C)C (4-amino-1-N-Boc piperidine). The solvent is ClCCl (dichloromethane). Conditions: time 18 hour. The product is FC1=C(C(=CC(=C1F)C)I)NC(=O)NC1CCN(CC1)C(=O)OC(C)(C)C (1,1-Dimethylethyl 4-({[(2,3-difluoro-6-iodo-4-methylphenyl)amino]-carbonyl}amino)-1-piperidinecarboxylate). As a reaction SMILES: [F:1][C:2]1[C:7]([F:8])=[C:6]([CH3:9])[CH:5]=[C:4]([I:10])[C:3]=1[N:11]=[C:12]=[O:13].[NH2:14][CH:15]1[CH2:20][CH2:19][N:18]([C:21]([O:23][C:24]([CH3:27])([CH3:26])[CH3:25])=[O:22])[CH2:17][CH2:16]1>ClCCl>[F:1][C:2]1[C:7]([F:8])=[C:6]([CH3:9])[CH:5]=[C:4]([I:10])[C:3]=1[NH:11][C:12]([NH:14][CH:15]1[CH2:16][CH2:17][N:18]([C:21]([O:23][C:24]([CH3:27])([CH3:26])[CH3:25])=[O:22])[CH2:19][CH2:20]1)=[O:13]. Procedure: A mixture of the crude 2,3-difluoro-6-iodo-4-methylphenyl isocyanate from D20, 4-amino-1-N-Boc piperidine (480 mg), and dichloromethane (5 ml) was stirred at room temperature for 18 h then evaporated and directly purified by chromatography on silica gel 20 g eluting with 10-50% ethyl acetate in hexane to give the title compound, 300 mg. M−−H=494. Starting materials: N(CCO)CCO (diethanolamine), O (water), [N+](=O)([O-])C1=C(C=C2NC(C(NC2=C1)=O)=O)S(=O)(=O)Cl (1,2,3,4-tetrahydro-7-nitro-2,3-dioxo-6-quinoxalinesulfonyl chloride). Run at time 16 hour. The product is OCCN(S(=O)(=O)C=1C=C2NC(C(NC2=CC1[N+](=O)[O-])=O)=O)CCO (N,N-bis(2-hydroxyethyl)-1,2,3,4-tetrahydro-7-nitro-2,3-dioxo-6-quinoxaline sulfonamide). The yield is 52.0%. As a reaction SMILES: [NH:1]([CH2:5][CH2:6][OH:7])[CH2:2][CH2:3][OH:4].O.[N+:9]([C:12]1[CH:21]=[C:20]2[C:15]([NH:16][C:17](=[O:23])[C:18](=[O:22])[NH:19]2)=[CH:14][C:13]=1[S:24](Cl)(=[O:26])=[O:25])([O-:11])=[O:10]>>[OH:4][CH2:3][CH2:2][N:1]([CH2:5][CH2:6][OH:7])[S:24]([C:13]1[CH:14]=[C:15]2[C:20](=[CH:21][C:12]=1[N+:9]([O-:11])=[O:10])[NH:19][C:18](=[O:22])[C:17](=[O:23])[NH:16]2)(=[O:25])=[O:26]. Procedure details: To a solution of 10,5 g (0.1 mole) of diethanolamine in 40 ml of water 6.11 g (0.02 mole) of 1,2,3,4-tetrahydro-7-nitro-2,3-dioxo-6-quinoxalinesulfonyl chloride are added under stirring, the reaction mixture is stirred at room temperature for 6 hours and then allowed to stand for 16 hours. The separated crystals are filtered off, washed with water, dried and recrystallized from acetone. Thus 3.90 g (52%) of N,N-bis(2-hydroxyethyl)-1,2,3,4-tetrahydro-7-nitro-2,3-dioxo-6-quinoxaline sulfonamide ar...